describe an organic reaction: reactants, conditions, products, and yield From a dataset of the Open Reaction Database (ORD), a public repository of structured organic reaction records. The reactants are FC=1C=C(CNC(C(F)(F)F)=O)C=CC1 (3-Fluoro-N-trifluoroacetylbenzylamine), FC=1C=C(CNC(C(F)(F)F)=O)C=CC1 (3-Fluoro-N-trifluoroacetylbenzylamine), ClS(=O)(=O)O (chlorosulfonic acid). Conditions: temperature 70 celsius. The product is FC1=CC(=C(C=C1)S(=O)(=O)Cl)CNC(C(F)(F)F)=O (4-fluoro-2-(trifluoroacetylaminomethyl)benzenesulfonyl chloride). Reaction SMILES: [F:1][C:2]1[CH:3]=[C:4]([CH:13]=[CH:14][CH:15]=1)[CH2:5][NH:6][C:7](=[O:12])[C:8]([F:11])([F:10])[F:9].[Cl:16][S:17](O)(=[O:19])=[O:18]>>[F:1][C:2]1[CH:15]=[CH:14][C:13]([S:17]([Cl:16])(=[O:19])=[O:18])=[C:4]([CH2:5][NH:6][C:7](=[O:12])[C:8]([F:10])([F:11])[F:9])[CH:3]=1. Procedure details: 3-Fluoro-N-trifluoroacetylbenzylamine (Intermediate 105, 1.11 g) was added portionwise to chlorosulfonic acid (5 mL), while stirring and cooling in an ice bath. On completion of the addition, the ice bath was removed and the mixture was allowed to come to room temperature then heated to 70° C. for 3 hours. After cooling, the mixture was slowly added to ice and the resultant suspension was extracted with ethyl acetate, washed with water, dried (MgSO4) and filtered. The filtrate was evaporated to ... The reactants are O=C([O-])[O-], CC(C)S(=O)(=O)Cl, ClC(Cl)Cl, Clc1ccc(NCc2cccnc2)cc1, [K+], [K+]. Yields the product CC(C)S(=O)(=O)N(Cc1cccnc1)c1ccc(Cl)cc1. As a reaction SMILES: [C:23](=[O:24])([O-:25])[O-:26].[CH:16]([CH3:17])([CH3:18])[S:19](=[O:20])(=[O:21])[Cl:22].[CH:29]([Cl:30])([Cl:31])[Cl:32].[Cl:1][c:2]1[cH:3][cH:4][c:5]([NH:8][CH2:9][c:10]2[cH:11][n:12][cH:13][cH:14][cH:15]2)[cH:6][cH:7]1.[K+:27].[K+:28]>>[Cl:1][c:2]1[cH:3][cH:4][c:5]([N:8]([CH2:9][c:10]2[cH:11][n:12][cH:13][cH:14][cH:15]2)[S:19]([CH:16]([CH3:17])[CH3:18])(=[O:20])=[O:21])[cH:6][cH:7]1. The reactants are C1(\C=C/C(=O)O1)=O (maleic anhydride), C1(=CC=CC=C1)C (toluene), C(C=C)(=O)O (acrylic acid), chlorinated propylene, ester. Product: C(CCCCCCCCCCCCCCCCC)OCC1CO1 (stearylglycidyl ether). RXN SMILES: [C:1]1(=[O:7])O[C:4](=O)[CH:3]=[CH:2]1.[C:8]([OH:12])(=O)[CH:9]=[CH2:10].[C:13]1([CH3:19])[CH:18]=[CH:17][CH:16]=[CH:15][CH:14]=1>>[CH2:1]([O:7][CH2:10][CH:9]1[O:12][CH2:8]1)[CH2:2][CH2:3][CH2:4][CH2:19][CH2:13][CH2:14][CH2:15][CH2:16][CH2:17][CH2:18][CH2:14][CH2:15][CH2:16][CH2:17][CH2:18][CH2:13][CH3:19]. Procedure: In a 2 L-volume four-necked flask equipped with a stirrer, a cooling tube, a thermometer and a dropping funnel, 140 g of the obtained maleic anhydride-modified chlorinated propylene-based random copolymer, 60 g of the ester group-containing acrylic acid copolymer obtained in Production Example 1, 8 g of the stabilizer (stearylglycidyl ether) and 36 g of toluene were added and kneaded at 120° C. for 30 minutes. Subsequently, 8 g of 2-amino-2-methyl-1-propanol was added over 5 minutes, then it was... The reactants are tert-butyl, C(CCCCCCCCC(=O)OC1CC(NC(C1)(C)C)(C)C)(=O)OC1CC(NC(C1)(C)C)(C)C (bis-(2,2,6,6-tetramethylpiperidin-4-yl) sebacate), C(C)(C)(C)OO (tert-butyl hydroperoxide), [Cl-].[Na+] (sodium chloride). Reagents/catalysts: [O-]CCCC.[O-]CCCC.[O-]CCCC.[O-]CCCC.[Ti+4] (titanium tetrabutoxide). Run in CCCCCCC (heptane), CCCCCCC (heptane), C(C)C1=CC=CC=C1 (ethylbenzene), C(C)C1=CC=CC=C1 (ethylbenzene). Run at temperature 136 celsius. Yields the product C(CCCCCCCCC(=O)OC1CC(N(C(C1)(C)C)OC(C1=CC=CC=C1)C)(C)C)(=O)OC1CC(N(C(C1)(C)C)OC(C1=CC=CC=C1)C)(C)C (Bis-(1-alpha-methylbenzyloxy-2,2,6,6-tetramethylpiperidin-4-yl) Sebacate). Isolated yield 13.3%. RXN SMILES: [C:1]([O:5]O)([CH3:4])([CH3:3])C.[Cl-].[Na+].[C:9]([O:32][CH:33]1[CH2:38][C:37]([CH3:40])([CH3:39])[NH:36][C:35]([CH3:42])([CH3:41])[CH2:34]1)(=[O:31])[CH2:10][CH2:11][CH2:12][CH2:13][CH2:14][CH2:15][CH2:16][CH2:17][C:18]([O:20][CH:21]1[CH2:26][C:25]([CH3:28])([CH3:27])[NH:24][C:23]([CH3:30])([CH3:29])[CH2:22]1)=[O:19]>C(C1C=CC=CC=1)C.CCCCCCC.[O-]CCCC.[O-]CCCC.[O-]CCCC.[O-]CCCC.[Ti+4]>[C:9]([O:32][CH:33]1[CH2:38][C:37]([CH3:40])([CH3:39])[N:36]([O:5][CH:1]([CH3:4])[C:3]2[CH:18]=[CH:17][CH:16]=[CH:15][CH:14]=2)[C:35]([CH3:42])([CH3:41])[CH2:34]1)(=[O:31])[CH2:10][CH2:11][CH2:12][CH2:13][CH2:14][CH2:15][CH2:16][CH2:17][C:18]([O:20][CH:21]1[CH2:26][C:25]([CH3:27])([CH3:28])[N:24]([O:5][CH:1]([CH3:4])[C:3]2[CH:13]=[CH:12][CH:11]=[CH:10][CH:9]=2)[C:23]([CH3:29])([CH3:30])[CH2:22]1)=[O:19] |f:1.2,6.7.8.9.10|. Procedure details: A 2-phase mixture of 85.7 g (0.666 mol) of 70% aqueous tert-butyl hydroperoxide, 250 ml of ethylbenzene and 10 g of sodium chloride is agitated in a separatory funnel. The organic layer is dried over anhydrous magnesium sulfate. A mixture of 40.0 g (0.0832 mol) of bis-(2,2,6,6-tetramethylpiperidin-4-yl) sebacate and the tert-butyl hydroperoxideethylbenzene solution is heated to reflux (136° C.) under a nitrogen atmosphere. To this mixture is added over a 5-minute period, a solution of 5.0 g of t... Reactants: CC#CCO, [Cl-], CC(Oc1cc(Cl)ncn1)C(C)(C)C, [H-], [NH4+], [Na+], C1CCOC1. Yields the product CC#CCOc1cc(OC(C)C(C)(C)C)ncn1. As a reaction SMILES: [CH2:3]([C:4]#[C:5][CH3:6])[OH:7].[Cl-:22].[Cl:8][c:9]1[n:10][cH:11][n:12][c:13]([O:15][CH:16]([C:17]([CH3:18])([CH3:19])[CH3:20])[CH3:21])[cH:14]1.[H-:1].[NH4+:23].[Na+:2].[O:24]1[CH2:25][CH2:26][CH2:27][CH2:28]1>>[CH2:3]([C:4]#[C:5][CH3:6])[O:7][c:9]1[n:10][cH:11][n:12][c:13]([O:15][CH:16]([C:17]([CH3:18])([CH3:19])[CH3:20])[CH3:21])[cH:14]1.